describe an organic reaction: reactants, conditions, products, and yield From a dataset of the Open Reaction Database (ORD), a public repository of structured organic reaction records. The reactants are C1(O)=CC(O)=CC=C1 (resorcinol), C(C=C(C)C)P(OC)(OC)=O (dimethyl prenylphosphonate). Run in CCOCC (ether). Product: OC1=C(C=CC(=C1)O)C(CCP(OC)(=O)OC)(C)C (dimethyl 3-(2',4'-dihydroxyphenyl)-3-methyl-butane-phosphonate). Reaction SMILES: [C:1]1([CH:8]=[CH:7][CH:6]=[C:4]([OH:5])[CH:3]=1)[OH:2].[CH2:9]([P:14](=[O:19])([O:17][CH3:18])[O:15][CH3:16])[CH:10]=[C:11]([CH3:13])[CH3:12]>CCOCC>[OH:2][C:1]1[CH:3]=[C:4]([OH:5])[CH:6]=[CH:7][C:8]=1[C:11]([CH3:13])([CH3:12])[CH2:10][CH2:9][P:14]([O:15][CH3:16])(=[O:19])[O:17][CH3:18]. Reported procedure: 55.0 Parts of resorcinol, 17.8 parts of dimethyl prenylphosphonate and 5.0 parts of Fulmont 237® were stirred at 125° C. for 18 hours. The cooled reaction mixture was then diluted with ether, filtered free of catalyst, and poured into 500 parts of water. The oil which separated out was then washed by decantation with water and extracted with ether. Following further washes with sodium bicarbonate solution and water, the ether solution after concentration yielded dimethyl 3-(2',4'-dihydroxyphenyl... Starting materials: COC1=CC=C(C=C1)C(CCCCCC(=O)O)C=1C(C(=C(C(C1C)=O)C)C)=O (7-(4-Methoxyphenyl)-7-(3,5,6-trimethyl-1,4-benzoquinon-2-yl)-heptanoic acid), C(C)(=O)OCC (ethyl acetate), Cl.NO (hydroxylamine hydrochloride), C(O)([O-])=O.[Na+] (sodium hydrogencarbonate). Solvent: ClCCl (dichloromethane), C(C(=O)Cl)(=O)Cl (oxalyl chloride), C1CCOC1 (THF). Reaction conditions: temperature 50 celsius, time 1 hour. Product: COC1=CC=C(C=C1)C(CCCCCC(=O)NO)C=1C(C(=C(C(C1C)=O)C)C)=O (7-(4-methoxyphenyl)-7-(3,5,6-trimethyl-1,4-benzoquinon-2-yl)-heptanohydroxamic acid). Isolated yield 45.5%. As a reaction SMILES: [CH3:1][O:2][C:3]1[CH:8]=[CH:7][C:6]([CH:9]([C:18]2[C:19](=[O:28])[C:20]([CH3:27])=[C:21]([CH3:26])[C:22](=[O:25])[C:23]=2[CH3:24])[CH2:10][CH2:11][CH2:12][CH2:13][CH2:14][C:15](O)=[O:16])=[CH:5][CH:4]=1.Cl.[NH2:30][OH:31].C(=O)([O-])O.[Na+].C(OCC)(=O)C>ClCCl.C(Cl)(=O)C(Cl)=O.C1COCC1>[CH3:1][O:2][C:3]1[CH:8]=[CH:7][C:6]([CH:9]([C:18]2[C:19](=[O:28])[C:20]([CH3:27])=[C:21]([CH3:26])[C:22](=[O:25])[C:23]=2[CH3:24])[CH2:10][CH2:11][CH2:12][CH2:13][CH2:14][C:15]([NH:30][OH:31])=[O:16])=[CH:5][CH:4]=1 |f:1.2,3.4|. Reported procedure: 7-(4-Methoxyphenyl)-7-(3,5,6-trimethyl-1,4-benzoquinon-2-yl)-heptanoic acid (1.3 g, 3.3 mmol) was dissolved in dichloromethane (20 ml), to which oxalyl chloride (1 ml) was added at room temperature. The reaction mixture was stirred at 50° C. for 1 hour, and the solvent was evaporated under reduced pressure. The resultant residue was dissolved in THF (5 ml), which was added dropwise at room temperature to a mixture of hydroxylamine hydrochloride (1 g, 14 mmol) in THF (10 ml) and saturated solutio... As a reaction SMILES: [C:1]([NH:5][C:6]1[CH:7]=[C:8]([NH:12][C:13]2[C:18]([F:19])=[CH:17][N:16]=[C:15]([NH:20][C:21]3[CH:33]=[CH:32][C:24]([O:25][CH2:26][C:27]([O:29]CC)=[O:28])=[CH:23][CH:22]=3)[N:14]=2)[CH:9]=[CH:10][CH:11]=1)(=[O:4])[CH:2]=[CH2:3].O[Li].O.C(Cl)(Cl)Cl.CO>CO.O>[C:1]([NH:5][C:6]1[CH:7]=[C:8]([NH:12][C:13]2[C:18]([F:19])=[CH:17][N:16]=[C:15]([NH:20][C:21]3[CH:22]=[CH:23][C:24]([O:25][CH2:26][C:27]([OH:29])=[O:28])=[CH:32][CH:33]=3)[N:14]=2)[CH:9]=[CH:10][CH:11]=1)(=[O:4])[CH:2]=[CH2:3] |f:1.2,3.4|. Solvent: O (water), CO (methanol), CO (methanol). Procedure: A solution of ethyl 2-(4-((4-((3-acrylamidophenyl)amino)-5-fluoropyrimidin-2-yl)amino)phenoxy)acetate (0.300 g) in methanol was cooled to 0° C. and a solution of LiOH.H2O (0.056 g) in water was added. The reaction mixture was stirred at room temperate for 2 hr. The reaction was monitored on TLC using CHCl3:methanol (8:2) as mobile phase. After completion of the reaction, methanol was removed under reduced pressure and water was added. The aqueous layer was washed with ethyl acetate, acidified wi... Starting materials: C(Cl)(Cl)Cl.CO (CHCl3 methanol), O[Li].O (LiOH.H2O), C(C=C)(=O)NC=1C=C(C=CC1)NC1=NC(=NC=C1F)NC1=CC=C(OCC(=O)OCC)C=C1 (ethyl 2-(4-((4-((3-acrylamidophenyl)amino)-5-fluoropyrimidin-2-yl)amino)phenoxy)acetate). Reaction conditions: time 2 hour. Yields the product C(C=C)(=O)NC=1C=C(C=CC1)NC1=NC(=NC=C1F)NC1=CC=C(OCC(=O)O)C=C1 (2-(4-((4-((3-acrylamidophenyl)amino)-5-fluoropyrimidin-2-yl)amino)phenoxy)acetic acid). Yield: 40.9%. The reactants are N1CCC(C(=O)N)CC1 (isonipecotamide), ClCC=CC1=CC=CC=C1 ((3-chloropropenyl)benzene), C(=O)(O)[O-].[K+] (potassium acid carbonate), O (water). Run in C1(=CC=CC=C1)C (toluene). Product: C1(=CC=CC=C1)C=CCN1CCC(CC1)C(=O)N (1-(3-phenyl-2-propenyl)-4-piperidinecarboxamide). Yield: 86.9%. As a reaction SMILES: [NH:1]1[CH2:9][CH2:8][CH:4]([C:5]([NH2:7])=[O:6])[CH2:3][CH2:2]1.Cl[CH2:11][CH:12]=[CH:13][C:14]1[CH:19]=[CH:18][CH:17]=[CH:16][CH:15]=1.C([O-])(O)=O.[K+].O>C1(C)C=CC=CC=1>[C:14]1([CH:13]=[CH:12][CH2:11][N:1]2[CH2:9][CH2:8][CH:4]([C:5]([NH2:7])=[O:6])[CH2:3][CH2:2]2)[CH:19]=[CH:18][CH:17]=[CH:16][CH:15]=1 |f:2.3|. Reported procedure: A mixture of 60.0 g of isonipecotamide (4-piperidinecarboxamide), 75.0 g of (3-chloropropenyl)benzene and 72 g of potassium acid carbonate suspended in 700 ml of toluene are heated with stirring at their reflux temperature for a period of 4 hours. The reaction mixture is cooled, water added thereto and filtered. The crude product is washed with water, ether and recrystallized from a 5:1 ethanol/water mixture to yield 99.4 g of 1-(3-phenyl-2-propenyl)-4-piperidinecarboxamide as light beige needle... Procedure details: 1-(2-Methyl-4-fluorophenyl)-4-chloro-6-trifluoromethoxypyrrolo[3,2-c]quinoline(394 mg, 1.0 mmol) was dissolved in 3-amino-1-propanol(5 ml) in the pressure tube, and reacted at the same condition of Step 3 in the Example to obtain 460 mg of desired compound as solid in 83% of yield. Yields the product CC1=C(C=CC(=C1)F)N1C=CC=2C(=NC=3C(=CC=CC3C21)OC(F)(F)F)NCCCO (1-(2-methyl-4-fluorophenyl)-4-[(3-hydroxy-propyl)amino]-6-trifluoromethoxypyrrolo[3,2-c]quinoline). Reactants: CC1=C(C=CC(=C1)F)N1C=CC=2C(=NC=3C(=CC=CC3C21)OC(F)(F)F)Cl (1-(2-Methyl-4-fluorophenyl)-4-chloro-6-trifluoromethoxypyrrolo[3,2-c]quinoline), NCCCO (3-amino-1-propanol). RXN SMILES: [CH3:1][C:2]1[CH:7]=[C:6]([F:8])[CH:5]=[CH:4][C:3]=1[N:9]1[C:21]2[C:20]3[CH:19]=[CH:18][CH:17]=[C:16]([O:22][C:23]([F:26])([F:25])[F:24])[C:15]=3[N:14]=[C:13](Cl)[C:12]=2[CH:11]=[CH:10]1.[NH2:28][CH2:29][CH2:30][CH2:31][OH:32]>>[CH3:1][C:2]1[CH:7]=[C:6]([F:8])[CH:5]=[CH:4][C:3]=1[N:9]1[C:21]2[C:20]3[CH:19]=[CH:18][CH:17]=[C:16]([O:22][C:23]([F:26])([F:25])[F:24])[C:15]=3[N:14]=[C:13]([NH:28][CH2:29][CH2:30][CH2:31][OH:32])[C:12]=2[CH:11]=[CH:10]1. The reactants are COC(=O)C=1N=C(C2=C(C=CC=C2C1O)OC1=C(C=CC=C1)OC)Br (1-bromo-4-hydroxy-8-(2-methoxy-phenoxy)-isoquinoline-3-carboxylic acid methyl ester), C(#N)[Cu] (CuCN). The product is COC(=O)C=1N=C(C2=C(C=CC=C2C1O)OC1=C(C=CC=C1)OC)C#N (1-Cyano-4-hydroxy-8-(2-methoxy-phenoxy)-isoquinoline-3-carboxylic acid methyl ester). RXN SMILES: [CH3:1][O:2][C:3]([C:5]1[N:6]=[C:7](Br)[C:8]2[C:13]([C:14]=1[OH:15])=[CH:12][CH:11]=[CH:10][C:9]=2[O:16][C:17]1[CH:22]=[CH:21][CH:20]=[CH:19][C:18]=1[O:23][CH3:24])=[O:4].[C:26]([Cu])#[N:27]>>[CH3:1][O:2][C:3]([C:5]1[N:6]=[C:7]([C:26]#[N:27])[C:8]2[C:13]([C:14]=1[OH:15])=[CH:12][CH:11]=[CH:10][C:9]=2[O:16][C:17]1[CH:22]=[CH:21][CH:20]=[CH:19][C:18]=1[O:23][CH3:24])=[O:4]. Reported procedure: The title compound was synthesized from 1-bromo-4-hydroxy-8-(2-methoxy-phenoxy)-isoquinoline-3-carboxylic acid methyl ester and CuCN in analogy to example 3a; MS-(+)-ion: M+1=351.4. Reactants: O1C(COCC1)C(C)NCC1=CC=C(C=C1)OC (1-(1,4-dioxan-2-yl)-N-(4-methoxybenzyl)ethanamine). The reagents and catalysts are [Pd] (palladium). Solvent: CO (methanol). Run at time 8 hour. Product: O1C(COCC1)C(C)N (1-(1,4-dioxan-2-yl)ethanamine). The yield is 95.8%. Reaction SMILES: [O:1]1[CH2:6][CH2:5][O:4][CH2:3][CH:2]1[CH:7]([NH:9]CC1C=CC(OC)=CC=1)[CH3:8]>CO.[Pd]>[O:1]1[CH2:6][CH2:5][O:4][CH2:3][CH:2]1[CH:7]([NH2:9])[CH3:8]. Procedure details: To a solution of 1-(1,4-dioxan-2-yl)ethanone (12 g, 92.2 mmol) in 1,2-dichloroethane (100 mL) was added (4-methoxyphenyl)methanamine (25 g, 184.4 mmol) at room temperature. The mixture was allowed to stir for 3 hours, and then sodium triacetoxyborohydride (39 g, 184.4 mmol) was added. The resulting mixture was allowed to stir for 48 hours at room temperature. The reaction mixture was quenched by adding water, extracted with dichloromethane (100 mL×3). The combined organic phase was dried by anhy...